Dataset: the Open Reaction Database (ORD), a public repository of structured organic reaction records. Task: describe an organic reaction: reactants, conditions, products, and yield Product: CN1N=CC(=C1)NC(=O)C1=NC=C(C=C1)OCC=1C(=NOC1C)C1=NC=CC=C1 (5-(5-Methyl-3-pyridin-2-yl-isoxazol-4-ylmethoxy)-pyridine-2-carboxylic acid (1-methyl-1H-pyrazol-4-yl)-amide). Reaction SMILES: [CH3:1][C:2]1[O:6][N:5]=[C:4]([C:7]2[CH:12]=[CH:11][CH:10]=[CH:9][N:8]=2)[C:3]=1[CH2:13][O:14][C:15]1[CH:16]=[CH:17][C:18]([C:21]([OH:23])=O)=[N:19][CH:20]=1.Cl.Cl.[CH3:26][N:27]1[CH:31]=[C:30]([NH2:32])[CH:29]=[N:28]1>>[CH3:26][N:27]1[CH:31]=[C:30]([NH:32][C:21]([C:18]2[CH:17]=[CH:16][C:15]([O:14][CH2:13][C:3]3[C:4]([C:7]4[CH:12]=[CH:11][CH:10]=[CH:9][N:8]=4)=[N:5][O:6][C:2]=3[CH3:1])=[CH:20][N:19]=2)=[O:23])[CH:29]=[N:28]1 |f:1.2.3|. Procedure: As described for example 7, 5-(5-methyl-3-pyridin-2-yl-isoxazol-4-ylmethoxy)-pyridine-2-carboxylic acid (100 mg, 0.32 mmol) was converted, using 1-methyl-1H-pyrazol-4-ylamine dihydrochloride instead of isopropylamine, to the title compound (113 mg, 90%), which was obtained as a white solid. MS: m/e=391.1 [M+H]+. Yield: 90.0%. Reactants: CC1=C(C(=NO1)C1=NC=CC=C1)COC=1C=CC(=NC1)C(=O)O (5-(5-methyl-3-pyridin-2-yl-isoxazol-4-ylmethoxy)-pyridine-2-carboxylic acid), Cl.Cl.CN1N=CC(=C1)N (1-methyl-1H-pyrazol-4-ylamine dihydrochloride). Starting materials: Cc1nn(C)c(C)c1OC(=O)c1ccccc1, CCO, [Na+], [OH-]. The product is Cc1nn(C)c(C)c1O. As a reaction SMILES: [C:1](=[O:2])([c:3]1[cH:4][cH:5][cH:6][cH:7][cH:8]1)[O:9][c:10]1[c:11]([CH3:17])[n:12][n:13]([CH3:16])[c:14]1[CH3:15].[CH3:20][CH2:21][OH:22].[Na+:19].[OH-:18]>>[OH:9][c:10]1[c:11]([CH3:17])[n:12][n:13]([CH3:16])[c:14]1[CH3:15]. Reactants: CC(=O)Nc1ccc(Oc2ccccc2)cc1N, CO, Cl. The product is Nc1ccc(Oc2ccccc2)cc1N. As a reaction SMILES: [C:1](=[O:2])([CH3:3])[NH:4][c:5]1[c:6]([NH2:18])[cH:7][c:8]([O:11][c:12]2[cH:13][cH:14][cH:15][cH:16][cH:17]2)[cH:9][cH:10]1.[CH3:20][OH:21].[ClH:19]>>[NH2:4][c:5]1[c:6]([NH2:18])[cH:7][c:8]([O:11][c:12]2[cH:13][cH:14][cH:15][cH:16][cH:17]2)[cH:9][cH:10]1. Starting materials: N12C[C@H](C(CC1)CC2)NCCN2N=CC1=CC=CC(=C21)C(=O)OC ((S)-methyl 1-(2-(quinuclidin-3-ylamino)ethyl)-1H-indazole-7-carboxylate), O.[OH-].[Li+] (lithium hydroxide monohydrate), O (water), CO (methanol). The solvent is O1CCCC1 (tetrahydrofuran). Reaction conditions: time 17 hour. The product is N12C[C@H](C(CC1)CC2)NCCN2N=CC1=CC=CC(=C21)C(=O)[O-].[Li+] (lithium (S)-1-(2-(quinuclidin-3-ylamino)ethyl)-1H-indazole-7-carboxylate). Isolated yield 100.3%. Reaction SMILES: [N:1]12[CH2:8][CH2:7][CH:4]([CH2:5][CH2:6]1)[C@H:3]([NH:9][CH2:10][CH2:11][N:12]1[C:20]3[C:15](=[CH:16][CH:17]=[CH:18][C:19]=3[C:21]([O:23]C)=[O:22])[CH:14]=[N:13]1)[CH2:2]2.O.[OH-].[Li+:27].O.CO>O1CCCC1>[N:1]12[CH2:8][CH2:7][CH:4]([CH2:5][CH2:6]1)[C@H:3]([NH:9][CH2:10][CH2:11][N:12]1[C:20]3[C:15](=[CH:16][CH:17]=[CH:18][C:19]=3[C:21]([O-:23])=[O:22])[CH:14]=[N:13]1)[CH2:2]2.[Li+:27] |f:1.2.3,7.8|. Procedure: To a stirred solution of (S)-methyl 1-(2-(quinuclidin-3-ylamino)ethyl)-1H-indazole-7-carboxylate (370 mg, 1.12 mmol) from Step F above in tetrahydrofuran (5 mL) was added lithium hydroxide monohydrate (142 mg, 3.4 mmol), water (5 mL) and methanol (5 mL). The mixture was stirred at room temperature for 17 h and then concentrated under reduced pressure. The residue was co-evaporated with toluene (2×10 mL) and dried overnight under vacuum to afford crude lithium (S)-1-(2-(quinuclidin-3-ylamino)ethy... The reactants are crude product, C1(CCCCC1)N(C(C1=CC=C(C=C1)C(C1=CC(=C(C(=C1)OC)OC)OC)O)=O)C(C)C (N-cyclohexyl-4-[hydroxy(3,4,5-trimethoxyphenyl)methyl]-N-(1-methylethyl)benzamide). The reagents and catalysts are [Pd] (Pd/C), S(O)(O)(=O)=O (sulfuric acid). Run in C(C)(=O)OCC (ethyl acetate), C(C)O (ethyl alcohol). The product is C1(CCCCC1)N(C(C1=CC=C(C=C1)CC1=CC(=C(C(=C1)OC)OC)OC)=O)C(C)C (N-cyclohexyl-N-(1-methylethyl)-4-[(3,4,5-trimethoxyphenyl)methyl]benzamide). Reaction SMILES: [CH:1]1([N:7]([CH:30]([CH3:32])[CH3:31])[C:8](=[O:29])[C:9]2[CH:14]=[CH:13][C:12]([CH:15](O)[C:16]3[CH:21]=[C:20]([O:22][CH3:23])[C:19]([O:24][CH3:25])=[C:18]([O:26][CH3:27])[CH:17]=3)=[CH:11][CH:10]=2)[CH2:6][CH2:5][CH2:4][CH2:3][CH2:2]1>C(O)C.S(=O)(=O)(O)O.[Pd].C(OCC)(=O)C>[CH:1]1([N:7]([CH:30]([CH3:32])[CH3:31])[C:8](=[O:29])[C:9]2[CH:14]=[CH:13][C:12]([CH2:15][C:16]3[CH:21]=[C:20]([O:22][CH3:23])[C:19]([O:24][CH3:25])=[C:18]([O:26][CH3:27])[CH:17]=3)=[CH:11][CH:10]=2)[CH2:2][CH2:3][CH2:4][CH2:5][CH2:6]1. Procedure: The compound prepared in Example 14 (800 mg, 1.81 mmol) in ethyl alcohol (20 mL) containing concentrated sulfuric acid (4 drops) was hydrogenated at 60 psi and room temperature using 5% Pd/C as catalyst. The catalyst was filtered and the filtrate concentrated in vacuo to give the crude product as an oil. The crude product was dissolved in ethyl acetate and washed twice with aqueous NaHCO3 solution and then with saturated aqueous NaCl solution. After drying (Na2SO4), the organic layer was filtere... The reactants are solution, C(C)(C)(C)[Mg]Br (t-butylmagnesium bromide), C(C)(C)(C)OC(=O)C1=C(C=CC=C1)C1=CC=C(C=C1)CN1C(=NC(=C1C(=O)OC)C=O)CCCC (methyl 1-[(2'-t-butoxycarbonylbiphenyl-4-yl)methyl]-2-butyl-4-formylimidazole-5-carboxylate). Solvent: O1CCCC1 (tetrahydrofuran), O1CCCC1 (tetrahydrofuran), C(C)(=O)OCC (ethyl acetate), [Cl-].[NH4+] (ammonium chloride). Run at time 30 minute. Product: C(C)(C)(C)OC(=O)C1=C(C=CC=C1)C1=CC=C(C=C1)CN1C(=NC(=C1C(=O)OC)C(C(C)(C)C)O)CCCC (Methyl 1-[(2'-t-butoxycarbonylbiphenyl-4-yl)methyl]-2-butyl-4-(1-hydroxy-2,2,dimethylpropyl)imidazole-5-carboxylate). Reaction SMILES: [C:1]([Mg]Br)([CH3:4])([CH3:3])[CH3:2].[C:7]([O:11][C:12]([C:14]1[CH:19]=[CH:18][CH:17]=[CH:16][C:15]=1[C:20]1[CH:25]=[CH:24][C:23]([CH2:26][N:27]2[C:31]([C:32]([O:34][CH3:35])=[O:33])=[C:30]([CH:36]=[O:37])[N:29]=[C:28]2[CH2:38][CH2:39][CH2:40][CH3:41])=[CH:22][CH:21]=1)=[O:13])([CH3:10])([CH3:9])[CH3:8]>O1CCCC1.C(OCC)(=O)C.[Cl-].[NH4+]>[C:7]([O:11][C:12]([C:14]1[CH:19]=[CH:18][CH:17]=[CH:16][C:15]=1[C:20]1[CH:25]=[CH:24][C:23]([CH2:26][N:27]2[C:31]([C:32]([O:34][CH3:35])=[O:33])=[C:30]([CH:36]([OH:37])[C:1]([CH3:4])([CH3:3])[CH3:2])[N:29]=[C:28]2[CH2:38][CH2:39][CH2:40][CH3:41])=[CH:22][CH:21]=1)=[O:13])([CH3:10])([CH3:9])[CH3:8] |f:4.5|. Reported procedure: 2.77 ml of-a 2M solution of t-butylmagnesium bromide in tetrahydrofuran were added at -55° C. and under an atmosphere of nitrogen to a solution of 1.32 g of methyl 1-[(2'-t-butoxycarbonylbiphenyl-4-yl)methyl]-2-butyl-4-formylimidazole-5-carboxylate [prepared as described in step (a) above] in 26 ml of tetrahydrofuran, and the resulting mixture was stirred at a temperature of -55° C. to -50° C. for 30 minutes. At the end of this time, the reaction mixture was diluted with 50 ml of ethyl acetate a... Reactants: N1C=NC(=C1)C1(CC2=CC=CC=C2C1)C(=O)OCC (ethyl 2,3-dihydro-2-(1H-imidazol-4-yl)-1H-indene-2-carboxylate), Cl (hydrochloric acid), [H-].[H-].[H-].[H-].[Li+].[Al+3] (LiAlH4), [H-].[H-].[H-].[H-].[Li+].[Al+3] (LiAlH4), C(C)(=O)OCC (ethyl acetate). The solvent is C1CCOC1 (THF), O1CCCC1 (tetrahydrofurane). Conditions: time 2 hour. Yields the product N1C=NC(=C1)C1(CC2=CC=CC=C2C1)CO ([2,3-dihydro-2-(1H-imidazol-4-yl)-1H-inden-2-yl]methanol). RXN SMILES: [H-].[H-].[H-].[H-].[Li+].[Al+3].[NH:7]1[CH:11]=[C:10]([C:12]2([C:21](OCC)=[O:22])[CH2:20][C:19]3[C:14](=[CH:15][CH:16]=[CH:17][CH:18]=3)[CH2:13]2)[N:9]=[CH:8]1.C(OCC)(=O)C.Cl>C1COCC1>[NH:7]1[CH:11]=[C:10]([C:12]2([CH2:21][OH:22])[CH2:13][C:14]3[C:19](=[CH:18][CH:17]=[CH:16][CH:15]=3)[CH2:20]2)[N:9]=[CH:8]1 |f:0.1.2.3.4.5|. Reported procedure: 2,8 g of LiAlH4 were added to 75 ml of dry tetrahydrofurane in nitrogen atmosphere. 15,0 g of ethyl 2,3-dihydro-2-(1H-imidazol-4-yl)-1H-indene-2-carboxylate (prepared according to EP 247764) were dissolved in 150 ml of dry THF and slowly added dropwise at room temperature. After the addition the mixture was stirred for 2 h at room temperature and then for an additional 2 h at +40° C. Excess of LiAlH4 was decomposed by slow addition of ethyl acetate. Then the mixture was poured into dilute hydroc...